From a dataset of the Open Reaction Database (ORD), a public repository of structured organic reaction records. describe an organic reaction: reactants, conditions, products, and yield Reactants: ClC=1C=C2CCC(CC2=CC1Cl)=O (6,7-dichloro-2-tetralone), N1CCNCC1 (piperazine), 4A. The solvent is C1(=CC=CC=C1)C (toluene). Run at time 8 hour. Product: Cl.Cl.N1(CCNCC1)C1CC2=CC(=C(C=C2CC1)Cl)Cl (2-Piperazinyl-6,7-dichloro-1,2,3,4-tetrahydronaphthalene dihydrochloride). Isolated yield 46.1%. RXN SMILES: [Cl:1][C:2]1[CH:3]=[C:4]2[C:9](=[CH:10][C:11]=1[Cl:12])[CH2:8][C:7](=O)[CH2:6][CH2:5]2.[NH:14]1[CH2:19][CH2:18][NH:17][CH2:16][CH2:15]1>C1(C)C=CC=CC=1>[ClH:1].[ClH:1].[N:14]1([CH:7]2[CH2:6][CH2:5][C:4]3[C:9](=[CH:10][C:11]([Cl:12])=[C:2]([Cl:1])[CH:3]=3)[CH2:8]2)[CH2:19][CH2:18][NH:17][CH2:16][CH2:15]1 |f:3.4.5|. Reported procedure: A mixture consisting of 6,7-dichloro-2-tetralone (4.30 g), piperazine (3.44 g), and 4A molecular sieves (4 g) 100 ml of toluene was stirred overnight under nitrogen and warmed briefly. The sieves were filtered off, and the filtrate was freed of solvent on an evaporator. Seventy-five ml of THF and 6 ml of methanol were added to the residue. The solution was cooled in an ice bath under nitrogen, and 1.24 g of sodium cyanoborohydride was added. Small amounts of gaseous HCl were added periodically u...